From a dataset of the Open Reaction Database (ORD), a public repository of structured organic reaction records. describe an organic reaction: reactants, conditions, products, and yield Starting materials: ClC1=C2C(=NC=C1)NC=N2 (7-Chloro-3H-imidazo[4,5-b]pyridine), ClC1=CC(=CC=C1)C(=O)OO (m-chloroperbenzoic acid). Solvent: C(C)(=O)O (acetic acid). The product is ClC1=C2C(=[N+](C=C1)[O-])NC=N2 (7-Chloro-3H-imidazo[4,5-b]pyridine-4-oxide). Reaction SMILES: [Cl:1][C:2]1[CH:7]=[CH:6][N:5]=[C:4]2[NH:8][CH:9]=[N:10][C:3]=12.ClC1C=CC=C(C(OO)=[O:19])C=1>C(O)(=O)C>[Cl:1][C:2]1[CH:7]=[CH:6][N+:5]([O-:19])=[C:4]2[NH:8][CH:9]=[N:10][C:3]=12. Reported procedure: 7-Chloro-3H-imidazo[4,5-b]pyridine (15 g, 97.7 mMol) was dissolved in 150 mL of glacial acetic acid and m-chloroperbenzoic acid (23 g, 131 mMol) was added in portions to the stirred solution. After 12 hours the solid was isolated and washed with ether. The solid was suspended in 400 mL of hot ethanol, stirred, and isolated. The product, 7-chloro-3H-imidazo[4,5-b]pyridine-4-oxide, was dried in vacuo. Yield 14.98 g (8.83 mMol, 90.4%); m.p. 200° C. (dec). The reactants are [OH-].[Na+] (NaOH), COC1=CC=C2C(CCNC2=C1)=O (7-methoxy-1,2,3,4-tetrahydro-4-quinolinone), ice water, B(Br)(Br)Br (BBr3). Solvent: C(Cl)Cl (CH2Cl2). Conditions: temperature 0 celsius, time 0.5 hour. Yields the product OC1=CC=C2C(CCNC2=C1)=O (7-Hydroxy-1.2,3,4-tetrahydro-4-quinolinone). Yield: 49.4%. RXN SMILES: C[O:2][C:3]1[CH:12]=[C:11]2[C:6]([C:7](=[O:13])[CH2:8][CH2:9][NH:10]2)=[CH:5][CH:4]=1.B(Br)(Br)Br.[OH-].[Na+]>C(Cl)Cl>[OH:2][C:3]1[CH:12]=[C:11]2[C:6]([C:7](=[O:13])[CH2:8][CH2:9][NH:10]2)=[CH:5][CH:4]=1 |f:2.3|. Procedure details: A solution of 1.1 g (6.2 mmol) of 7-methoxy-1,2,3,4-tetrahydro-4-quinolinone (Rec. Trav. Chim., 1963;82:39) in 35 mL of CH2Cl2 was cooled in ice and treated with 5.0 mL of BBr3. After stirring at 0° C. for 0.5 hour, the solution was allowed to stir at room temperature overnight. The solution was poured into ice water and made basic with 50% NaOH. After extracting with Et2O, the pH was brought to 5.5 with dilute HCl, and the solution extracted twice with EtOAc. The EtOAc was washed with saturated... Starting materials: CS(C)=O, N#Cc1ccc(F)c2ccccc12, [K+], [K+], CC(O)C(N)C(=O)O, O=C([O-])[O-]. Yields the product CC(O)C(Nc1ccc(C#N)c2ccccc12)C(=O)O. Reaction SMILES: [CH3:28][S:29]([CH3:30])=[O:31].[F:15][c:16]1[cH:17][cH:18][c:19]([C:26]#[N:27])[c:20]2[cH:21][cH:22][cH:23][cH:24][c:25]12.[K+:10].[K+:9].[NH2:1][CH:2]([CH:3]([OH:4])[CH3:5])[C:6](=[O:7])[OH:8].[O-:11][C:12]([O-:13])=[O:14]>>[NH:1]([CH:2]([CH:3]([OH:4])[CH3:5])[C:6](=[O:7])[OH:8])[c:16]1[cH:17][cH:18][c:19]([C:26]#[N:27])[c:20]2[cH:21][cH:22][cH:23][cH:24][c:25]12. Reactants: O=C([O-])[O-], CC(O)(c1ccc(N2CCN(S(=O)(=O)c3cccs3)CC2COS(C)(=O)=O)cc1)C(F)(F)F, CC#N, [K+], [K+], Sc1ccccc1. Product: CC(O)(c1ccc(N2CCN(S(=O)(=O)c3cccs3)CC2CSc2ccccc2)cc1)C(F)(F)F. Reaction SMILES: [C:34](=[O:35])([O-:36])[O-:37].[CH3:1][S:2]([O:3][CH2:6][CH:7]1[N:8]([c:21]2[cH:22][cH:23][c:24]([C:27]([C:28]([F:29])([F:30])[F:31])([CH3:32])[OH:33])[cH:25][cH:26]2)[CH2:9][CH2:10][N:11]([S:13](=[O:14])(=[O:15])[c:16]2[s:17][cH:18][cH:19][cH:20]2)[CH2:12]1)(=[O:4])=[O:5].[CH3:47][C:48]#[N:49].[K+:38].[K+:39].[SH:40][c:41]1[cH:42][cH:43][cH:44][cH:45][cH:46]1>>[CH2:6]([CH:7]1[N:8]([c:21]2[cH:22][cH:23][c:24]([C:27]([C:28]([F:29])([F:30])[F:31])([CH3:32])[OH:33])[cH:25][cH:26]2)[CH2:9][CH2:10][N:11]([S:13](=[O:14])(=[O:15])[c:16]2[s:17][cH:18][cH:19][cH:20]2)[CH2:12]1)[S:40][c:41]1[cH:42][cH:43][cH:44][cH:45][cH:46]1. Starting materials: CC(C)O, C=Cc1ccc2c(c1)CC(NC(=O)c1ccc(OCC3CCCO3)cn1)C2, [O-][I+3]([O-])([O-])[O-], [Na+], O, O=[Os](=O)(=O)=O. Product: O=Cc1ccc2c(c1)CC(NC(=O)c1ccc(OCC3CCCO3)cn1)C2. RXN SMILES: [CH3:28][CH:29]([CH3:30])[OH:31].[CH:1](=[CH2:2])[c:3]1[cH:4][c:5]2[c:9]([cH:10][cH:11]1)[CH2:8][CH:7]([NH:12][C:13](=[O:14])[c:15]1[n:16][cH:17][c:18]([O:21][CH2:22][CH:23]3[O:24][CH2:25][CH2:26][CH2:27]3)[cH:19][cH:20]1)[CH2:6]2.[I+3:32]([O-:33])([O-:34])([O-:35])[O-:36].[Na+:37].[OH2:43].[Os:38](=[O:39])(=[O:40])(=[O:41])=[O:42]>>[c:3]1([CH:29]=[O:31])[cH:4][c:5]2[c:9]([cH:10][cH:11]1)[CH2:8][CH:7]([NH:12][C:13](=[O:14])[c:15]1[n:16][cH:17][c:18]([O:21][CH2:22][CH:23]3[O:24][CH2:25][CH2:26][CH2:27]3)[cH:19][cH:20]1)[CH2:6]2.